From a dataset of the Open Reaction Database (ORD), a public repository of structured organic reaction records. describe an organic reaction: reactants, conditions, products, and yield Starting materials: N#Cc1ccc(C2CCCCc3cncn32)c(Br)c1, COCCOC, [Na+], [Na+], O=C([O-])[O-], OB(O)c1ccc(F)cc1, [Pd], c1ccc(P(c2ccccc2)c2ccccc2)cc1, c1ccc(P(c2ccccc2)c2ccccc2)cc1, c1ccc(P(c2ccccc2)c2ccccc2)cc1, c1ccc(P(c2ccccc2)c2ccccc2)cc1. Yields the product N#Cc1ccc(C2CCCCc3cncn32)c(-c2ccc(F)cc2)c1. Reaction SMILES: [Br:1][c:2]1[cH:3][c:4]([C:5]#[N:6])[cH:7][cH:8][c:9]1[CH:10]1[CH2:11][CH2:12][CH2:13][CH2:14][c:15]2[n:16]1[cH:17][n:18][cH:19]2.[CH3:113][O:114][CH2:115][CH2:116][O:117][CH3:118].[Na+:20].[Na+:21].[O-:22][C:23](=[O:24])[O-:25].[OH:26][B:27]([OH:28])[c:29]1[cH:30][cH:31][c:32]([F:33])[cH:34][cH:35]1.[Pd:36].[c:37]1([P:38]([c:39]2[cH:40][cH:41][cH:42][cH:43][cH:44]2)[c:45]2[cH:46][cH:47][cH:48][cH:49][cH:50]2)[cH:51][cH:52][cH:53][cH:54][cH:55]1.[c:56]1([P:57]([c:58]2[cH:59][cH:60][cH:61][cH:62][cH:63]2)[c:64]2[cH:65][cH:66][cH:67][cH:68][cH:69]2)[cH:70][cH:71][cH:72][cH:73][cH:74]1.[c:75]1([P:76]([c:77]2[cH:78][cH:79][cH:80][cH:81][cH:82]2)[c:83]2[cH:84][cH:85][cH:86][cH:87][cH:88]2)[cH:89][cH:90][cH:91][cH:92][cH:93]1.[c:94]1([P:95]([c:96]2[cH:97][cH:98][cH:99][cH:100][cH:101]2)[c:102]2[cH:103][cH:104][cH:105][cH:106][cH:107]2)[cH:108][cH:109][cH:110][cH:111][cH:112]1>>[c:2]1(-[c:29]2[cH:30][cH:31][c:32]([F:33])[cH:34][cH:35]2)[cH:3][c:4]([C:5]#[N:6])[cH:7][cH:8][c:9]1[CH:10]1[CH2:11][CH2:12][CH2:13][CH2:14][c:15]2[n:16]1[cH:17][n:18][cH:19]2. Starting materials: COC(=O)C1=NC(=C(C=C1)OC)Br (6-bromo-5-methoxy-2-pyridine carboxylic acid methyl ester), FC(C=1C=C(C=CC1)O)(F)F (3-(trifluoromethyl) phenol), O (water), [H-].[Na+] (sodium hydride), O (water). The reagents and catalysts are [Cu](I)I (copper iodide). Solvent: CC(=O)N(C)C (dimethyl acetamide), CC(=O)N(C)C (dimethyl acetamide). Conditions: temperature 120 celsius, time 10 hour. The product is COC=1C=CC(=NC1OC1=CC(=CC=C1)C(F)(F)F)C(=O)O (5-methoxy-6-[3-(trifluoromethyl)phenoxy] picolinic acid). As a reaction SMILES: [F:1][C:2]([F:11])([F:10])[C:3]1[CH:4]=[C:5]([OH:9])[CH:6]=[CH:7][CH:8]=1.O.[H-].[Na+].C[O:16][C:17]([C:19]1[CH:24]=[CH:23][C:22]([O:25][CH3:26])=[C:21](Br)[N:20]=1)=[O:18]>CC(N(C)C)=O.[Cu](I)I>[CH3:26][O:25][C:22]1[CH:23]=[CH:24][C:19]([C:17]([OH:18])=[O:16])=[N:20][C:21]=1[O:9][C:5]1[CH:6]=[CH:7][CH:8]=[C:3]([C:2]([F:10])([F:11])[F:1])[CH:4]=1 |f:2.3|. Reported procedure: 3-(trifluoromethyl) phenol (1.317 g, 0.0081 mol) was dissolved in 10 ml of dried dimethyl acetamide. While cooling the obtained solution with water, sodium hydride (0.39 g (ca. 60% in mineral oil), 0.0081×1.2 mol) was added to the solution. After completion of the foaming, a solution obtained by dissolving 6-bromo-5-methoxy-2-pyridine carboxylic acid methyl ester (2.0 g, 0.0081 mol) in 10 ml of dried dimethyl acetamide, and then copper iodide (1.55 g, 0.081 mol) were successively added to the so... The reactants are Cl, CN(C(=O)N(C)C1CNCC1c1ccc(F)cc1)c1cc(C(F)(F)F)cc(C(F)(F)F)c1, O=C(O)C1CCSCC1. The product is CN(C(=O)N(C)C1CN(C(=O)C2CCSCC2)CC1c1ccc(F)cc1)c1cc(C(F)(F)F)cc(C(F)(F)F)c1. Reaction SMILES: [ClH:1].[F:2][C:3]([c:4]1[cH:5][c:6]([N:14]([C:15](=[O:16])[N:17]([CH3:18])[CH:19]2[CH2:20][NH:21][CH2:22][CH:23]2[c:24]2[cH:25][cH:26][c:27]([F:30])[cH:28][cH:29]2)[CH3:31])[cH:7][c:8]([C:10]([F:11])([F:12])[F:13])[cH:9]1)([F:32])[F:33].[S:34]1[CH2:35][CH2:36][CH:37]([C:40](=[O:41])[OH:42])[CH2:38][CH2:39]1>>[F:2][C:3]([c:4]1[cH:5][c:6]([N:14]([C:15](=[O:16])[N:17]([CH3:18])[CH:19]2[CH2:20][N:21]([C:40]([CH:37]3[CH2:36][CH2:35][S:34][CH2:39][CH2:38]3)=[O:41])[CH2:22][CH:23]2[c:24]2[cH:25][cH:26][c:27]([F:30])[cH:28][cH:29]2)[CH3:31])[cH:7][c:8]([C:10]([F:11])([F:12])[F:13])[cH:9]1)([F:32])[F:33].